Dataset: the Open Reaction Database (ORD), a public repository of structured organic reaction records. Task: describe an organic reaction: reactants, conditions, products, and yield Starting materials: B, COc1ccccc1N1CCN(C(=O)Cc2ccccc2Br)CC1, CSC, CO, Cl, C1CCOC1. Product: COc1ccccc1N1CCN(CCc2ccccc2Br)CC1. As a reaction SMILES: [BH3:28].[Br:1][c:2]1[c:3]([CH2:8][C:9](=[O:10])[N:11]2[CH2:12][CH2:13][N:14]([c:17]3[c:18]([O:23][CH3:24])[cH:19][cH:20][cH:21][cH:22]3)[CH2:15][CH2:16]2)[cH:4][cH:5][cH:6][cH:7]1.[CH3:25][S:26][CH3:27].[CH3:29][OH:30].[ClH:31].[O:32]1[CH2:33][CH2:34][CH2:35][CH2:36]1>>[Br:1][c:2]1[c:3]([CH2:8][CH2:9][N:11]2[CH2:12][CH2:13][N:14]([c:17]3[c:18]([O:23][CH3:24])[cH:19][cH:20][cH:21][cH:22]3)[CH2:15][CH2:16]2)[cH:4][cH:5][cH:6][cH:7]1. Reactants: CC(C)(C)OC(=O)NC(Cc1ccc(C(=N)N)cc1)C(=O)O, O=C(Cl)OCc1ccccc1, CCOCC, Cl, I, [Na+], C1CCOC1, [OH-], O. The product is CC(C)(C)OC(=O)NC(Cc1ccc(C(=N)NC(=O)OCc2ccccc2)cc1)C(=O)O. Reaction SMILES: [C:2]([NH2:3])(=[NH:4])[c:5]1[cH:6][cH:7][c:8]([CH2:9][CH:10]([NH:11][C:12](=[O:13])[O:14][C:15]([CH3:16])([CH3:17])[CH3:18])[C:19](=[O:20])[OH:21])[cH:22][cH:23]1.[CH2:26]([c:27]1[cH:28][cH:29][cH:30][cH:31][cH:32]1)[O:33][C:34](=[O:35])[Cl:36].[CH3:44][CH2:45][O:46][CH2:47][CH3:48].[ClH:37].[IH:1].[Na+:25].[O:38]1[CH2:39][CH2:40][CH2:41][CH2:42]1.[OH-:24].[OH2:43]>>[C:2](=[NH:3])([NH:4][C:34]([O:33][CH2:26][c:27]1[cH:28][cH:29][cH:30][cH:31][cH:32]1)=[O:35])[c:5]1[cH:6][cH:7][c:8]([CH2:9][CH:10]([NH:11][C:12](=[O:13])[O:14][C:15]([CH3:16])([CH3:17])[CH3:18])[C:19](=[O:20])[OH:21])[cH:22][cH:23]1. The reactants are [OH-].[K+] (potassium hydroxide), COC(=O)C=1N=CC=C2C1NC=C2 (1H-Pyrrolo[2,3-c]pyridine-7-carboxylic acid methyl ester), Cl (hydrochloric acid). The solvent is C1CCOC1 (THF). Product: N1C=CC=2C1=C(N=CC2)C(=O)O (1H-pyrrolo[2,3-c]pyridine-7-carboxylic acid). Isolated yield 156.4%. As a reaction SMILES: C[O:2][C:3]([C:5]1[N:6]=[CH:7][CH:8]=[C:9]2[CH:13]=[CH:12][NH:11][C:10]=12)=[O:4].[OH-].[K+].Cl>C1COCC1>[NH:11]1[C:10]2=[C:5]([C:3]([OH:4])=[O:2])[N:6]=[CH:7][CH:8]=[C:9]2[CH:13]=[CH:12]1 |f:1.2|. Procedure details: 1H-Pyrrolo[2,3-c]pyridine-7-carboxylic acid methyl ester (example E1, 50 mg, 0.28 mmol) was dissolved in THF (0.57 mL) and treated with 2 M aq. potassium hydroxide solution (0.57 mL, 1.1 mmol), then after 1 h acidified with 2M aq. hydrochloric acid solution and extracted with dichloromethane. The aqueous layer was evaporated and the residue was taken up in methanol and the residue was taken up in methanol and filtered. The filtrate was evaporated to afford the title compound (71 mg), which conta...